describe an organic reaction: reactants, conditions, products, and yield From a dataset of the Open Reaction Database (ORD), a public repository of structured organic reaction records. The reactants are C(C)C1C(C2=C(C(=C(C=C2C1C1=CC=CC=C1)OC)Cl)Cl)=O (2-ethyl-3-phenyl-5-methoxy-6,7-dichloro-1-indanone), [Cl-].[Al+3].[Cl-].[Cl-] (aluminum chloride). Solvent: CCCCCCC (heptane). Yields the product C(C)C1C(C2=C(C(=C(C=C2C1C1=CC=CC=C1)O)Cl)Cl)=O (2-Ethyl-3-phenyl-5-hydroxy-6,7-dichloro-1-indanone). Reaction SMILES: [CH2:1]([CH:3]1[CH:11]([C:12]2[CH:17]=[CH:16][CH:15]=[CH:14][CH:13]=2)[C:10]2[C:5](=[C:6]([Cl:21])[C:7]([Cl:20])=[C:8]([O:18]C)[CH:9]=2)[C:4]1=[O:22])[CH3:2].[Cl-].[Al+3].[Cl-].[Cl-]>CCCCCCC>[CH2:1]([CH:3]1[CH:11]([C:12]2[CH:17]=[CH:16][CH:15]=[CH:14][CH:13]=2)[C:10]2[C:5](=[C:6]([Cl:21])[C:7]([Cl:20])=[C:8]([OH:18])[CH:9]=2)[C:4]1=[O:22])[CH3:2] |f:1.2.3.4|. Procedure details: A stirred mixture of 2-ethyl-3-phenyl-5-methoxy-6,7-dichloro-1-indanone (13.9 g., 0.0415 mole) and aluminum chloride (13.6 g., 0.104 mole) in heptane (120 ml. is refluxed for five hours then cooled. The heptane is decanted, and the residue is treated with ice water (100 ml.) containing hydrochloric acid. The gum which separates is extracted into ether, washed with water, dried over magnesium sulfate, and the ether evaporated at reduced pressure affording 11.3 g. of 2-ethyl-3-phenyl-5-hydroxy-6,7... Procedure details: A mixture of 6-(4,5-dihydroxy-2-hexenoyloxy)-5-methoxy-4-[2-methyl-3-(3-methyl-2-butenyl)oxiranyl]-1-oxaspiro[2,5]octane (which is the same compound as "WF 2015A" and was prepared in the same manner as that described in European Patent Application Publication No. 0314401) (34 mg), acetic anhydride (34 μl), pyridine (30 μl), and 4-dimethylaminopyridine (1 mg) in dichloromethane (0.7 ml) was stirred overnight at ambient temperature. The mixture was diluted with diethyl ether and washed with brine ... Yields the product C(C)(=O)OC(C=CC(=O)OC1C(C(C2(CO2)CC1)C1(OC1CC=C(C)C)C)OC)C(C)OC(C)=O (6-(4,5-diacetoxy-2-hexenoyloxy)-5-methoxy-4-[2-methyl-3-(3-methyl-2-butenyl)oxiranyl]-1-oxaspiro[2,5]octane). Reagents/catalysts: CN(C1=CC=NC=C1)C (4-dimethylaminopyridine). Run in ClCCl (dichloromethane). Reaction SMILES: [OH:1][CH:2]([CH:27]([OH:29])[CH3:28])[CH:3]=[CH:4][C:5]([O:7][CH:8]1[CH2:15][CH2:14][C:11]2([O:13][CH2:12]2)[CH:10]([C:16]2([CH3:24])[CH:18]([CH2:19][CH:20]=[C:21]([CH3:23])[CH3:22])[O:17]2)[CH:9]1[O:25][CH3:26])=[O:6].[C:30](OC(=O)C)(=[O:32])[CH3:31].N1C=CC=CC=1.[CH2:43]([O:45]CC)[CH3:44]>CN(C)C1C=CN=CC=1.ClCCl>[C:30]([O:1][CH:2]([CH:27]([O:29][C:43](=[O:45])[CH3:44])[CH3:28])[CH:3]=[CH:4][C:5]([O:7][CH:8]1[CH2:15][CH2:14][C:11]2([O:13][CH2:12]2)[CH:10]([C:16]2([CH3:24])[CH:18]([CH2:19][CH:20]=[C:21]([CH3:22])[CH3:23])[O:17]2)[CH:9]1[O:25][CH3:26])=[O:6])(=[O:32])[CH3:31]. Starting materials: OC(C=CC(=O)OC1C(C(C2(CO2)CC1)C1(OC1CC=C(C)C)C)OC)C(C)O (6-(4,5-dihydroxy-2-hexenoyloxy)-5-methoxy-4-[2-methyl-3-(3-methyl-2-butenyl)oxiranyl]-1-oxaspiro[2,5]octane), C(C)OCC (diethyl ether), 2015A, C(C)(=O)OC(C)=O (acetic anhydride), N1=CC=CC=C1 (pyridine). The reactants are C(C)(C)(C)OC(N(C)C)OC(C)(C)C (N,N-dimethylformamide di-tert-butyl acetal), C(C=C)OC1=C(C(=O)OC(C)(C)C)C(=CC=C1C(F)(F)F)COC1=CC=C(C=C1)C1=CC(=C(C=C1)CC(=O)OCC=C)F (tert-Butyl 2-(allyloxy)-6-{[(4′-{[(allyloxy)carbonyl]methyl}-3′-fluoro-1,1′-biphenyl-4-yl)oxy]methyl}-3-(trifluoromethyl)benzoate), O (water). Solvent: C1(=CC=CC=C1)C (toluene). Product: C(C=C)OC1=C(C(=O)OC(C)(C)C)C(=CC=C1C(F)(F)F)COC1=CC=C(C=C1)C1=CC(=C(C=C1)C(=CN(C)C)C(=O)OCC=C)F (tert-butyl 2-(allyloxy)-6-{[(4′-{1-[(allyloxy)carbonyl]-2-(dimethylamino)vinyl}-3′-fluoro-1,1′-biphenyl-4-yl)oxy]methyl}-3-(trifluoromethyl)benzoate). Isolated yield 65.2%. As a reaction SMILES: [CH2:1]([O:4][C:5]1[C:17]([C:18]([F:21])([F:20])[F:19])=[CH:16][CH:15]=[C:14]([CH2:22][O:23][C:24]2[CH:29]=[CH:28][C:27]([C:30]3[CH:35]=[CH:34][C:33]([CH2:36][C:37]([O:39][CH2:40][CH:41]=[CH2:42])=[O:38])=[C:32]([F:43])[CH:31]=3)=[CH:26][CH:25]=2)[C:6]=1[C:7]([O:9][C:10]([CH3:13])([CH3:12])[CH3:11])=[O:8])[CH:2]=[CH2:3].C(O[CH:49](OC(C)(C)C)[N:50]([CH3:52])[CH3:51])(C)(C)C.O>C1(C)C=CC=CC=1>[CH2:1]([O:4][C:5]1[C:17]([C:18]([F:20])([F:21])[F:19])=[CH:16][CH:15]=[C:14]([CH2:22][O:23][C:24]2[CH:29]=[CH:28][C:27]([C:30]3[CH:35]=[CH:34][C:33]([C:36]([C:37]([O:39][CH2:40][CH:41]=[CH2:42])=[O:38])=[CH:49][N:50]([CH3:52])[CH3:51])=[C:32]([F:43])[CH:31]=3)=[CH:26][CH:25]=2)[C:6]=1[C:7]([O:9][C:10]([CH3:13])([CH3:12])[CH3:11])=[O:8])[CH:2]=[CH2:3]. Procedure details: tert-Butyl 2-(allyloxy)-6-{[(4′-{[(allyloxy)carbonyl]methyl}-3′-fluoro-1,1′-biphenyl-4-yl)oxy]methyl}-3-(trifluoromethyl)benzoate (200 mg, 0.33 mmol) obtained in Example (11-6) was dissolved in toluene (3 ml) and N,N-dimethylformamide di-tert-butyl acetal (0.4 ml, 1.7 mmol) was added thereto, and the mixture was heated under reflux for 3 hours. After the reaction mixture was poured into water and the mixture was extracted with ethyl acetate (three times), the organic layer was successively washe... Yields the product C(C)OC1=CC=C(C=C1)C#CC1=CC=C(C=C1)CCC(=O)NC (3-[4-(4-Ethoxy-phenylethynyl)-phenyl]-N-methyl-propionamide). The solvent is CN(C)C=O (DMF), O (water). Procedure details: To 100 mg (0.34 mmol) 3-[4-(4-ethoxy-phenylethynyl)-phenyl]-propionic acid (XIV.1) in 5 mL DMF are added 0.12 mL (0.85 mmol) TEA and 0.12 g (0.37 mmol) TBTU and the mixture is stirred for 5 min at rt. After that time, 21 mg (0.68 mmol) methylamine are added and the mixture is stirred at rt for 2 h. Subsequently saturated potassium hydrogencarbonate solution and water are added. The precipitate is filtered, washed with water and dried at 45° C. RXN SMILES: [CH2:1]([O:3][C:4]1[CH:9]=[CH:8][C:7]([C:10]#[C:11][C:12]2[CH:17]=[CH:16][C:15]([CH2:18][CH2:19][C:20]([OH:22])=O)=[CH:14][CH:13]=2)=[CH:6][CH:5]=1)[CH3:2].[CH3:23][N:24](C(ON1N=NC2C=CC=CC1=2)=[N+](C)C)C.[B-](F)(F)(F)F.CN.C(=O)([O-])O.[K+]>CN(C=O)C.O>[CH2:1]([O:3][C:4]1[CH:9]=[CH:8][C:7]([C:10]#[C:11][C:12]2[CH:17]=[CH:16][C:15]([CH2:18][CH2:19][C:20]([NH:24][CH3:23])=[O:22])=[CH:14][CH:13]=2)=[CH:6][CH:5]=1)[CH3:2] |f:1.2,4.5|. Reaction conditions: time 5 minute. Reactants: C(C)OC1=CC=C(C=C1)C#CC1=CC=C(C=C1)CCC(=O)O (3-[4-(4-ethoxy-phenylethynyl)-phenyl]-propionic acid), TEA, CN(C)C(=[N+](C)C)ON1C2=C(C=CC=C2)N=N1.[B-](F)(F)(F)F (TBTU), CN (methylamine), C(O)([O-])=O.[K+] (potassium hydrogencarbonate). The reactants are COC(=O)Cc1cc(Br)c(S(=O)(=O)c2ccc(O)c(C(C)C)c2)c(Br)c1, [Na+], [OH-]. Product: CC(C)c1cc(S(=O)(=O)c2c(Br)cc(CC(=O)O)cc2Br)ccc1O. Reaction SMILES: [Br:1][c:2]1[cH:3][c:4]([CH2:22][C:23](=[O:24])[O:25][CH3:26])[cH:5][c:6]([Br:21])[c:7]1[S:8](=[O:9])(=[O:10])[c:11]1[cH:12][c:13]([CH:18]([CH3:19])[CH3:20])[c:14]([OH:17])[cH:15][cH:16]1.[Na+:28].[OH-:27]>>[Br:1][c:2]1[cH:3][c:4]([CH2:22][C:23](=[O:24])[OH:25])[cH:5][c:6]([Br:21])[c:7]1[S:8](=[O:9])(=[O:10])[c:11]1[cH:12][c:13]([CH:18]([CH3:19])[CH3:20])[c:14]([OH:17])[cH:15][cH:16]1.